Dataset: the Open Reaction Database (ORD), a public repository of structured organic reaction records. Task: describe an organic reaction: reactants, conditions, products, and yield Starting materials: O (water), FC(C=1C=C(C(=O)N2[C@@H](CN(CC2)CC#CCCl)CC2=CC3=CC=CC=C3C=C2)C=C(C1)C(F)(F)F)(F)F ((2R)-1-[3,5-bis(trifluoromethyl)benzoyl]-4-(4-chloro-2-butynyl)-2-(2-naphthylmethyl)piperazine), C[C@@H]1CNC[C@@H](O1)C (cis-2,6-dimethylmorpholine), C([O-])([O-])=O.[K+].[K+] (potassium carbonate). The solvent is CN(C=O)C (N,N-dimethylformamide). Run at time 8 hour. Product: Cl.Cl.FC(C=1C=C(C(=O)N2[C@@H](CN(CC2)CC#CCN2C[C@@H](O[C@@H](C2)C)C)CC2=CC3=CC=CC=C3C=C2)C=C(C1)C(F)(F)F)(F)F ((2R)-1-[3,5-bis (trifluoromethyl)benzoyl]-4-[4-(cis-2,6-dimethylmorpholino)-2-butynyl]-2-(2-naphthylmethyl)piperazine dihydrochloride). Isolated yield 88.9%. As a reaction SMILES: [F:1][C:2]([F:38])([F:37])[C:3]1[CH:4]=[C:5]([CH:30]=[C:31]([C:33]([F:36])([F:35])[F:34])[CH:32]=1)[C:6]([N:8]1[CH2:13][CH2:12][N:11]([CH2:14][C:15]#[C:16][CH2:17][Cl:18])[CH2:10][C@H:9]1[CH2:19][C:20]1[CH:29]=[CH:28][C:27]2[C:22](=[CH:23][CH:24]=[CH:25][CH:26]=2)[CH:21]=1)=[O:7].[CH3:39][C@H:40]1[O:45][C@@H:44]([CH3:46])[CH2:43][NH:42][CH2:41]1.C(=O)([O-])[O-].[K+].[K+].O>CN(C)C=O>[ClH:18].[ClH:18].[F:1][C:2]([F:38])([F:37])[C:3]1[CH:4]=[C:5]([CH:30]=[C:31]([C:33]([F:36])([F:35])[F:34])[CH:32]=1)[C:6]([N:8]1[CH2:13][CH2:12][N:11]([CH2:14][C:15]#[C:16][CH2:17][N:42]2[CH2:41][C@@H:40]([CH3:39])[O:45][C@@H:44]([CH3:46])[CH2:43]2)[CH2:10][C@H:9]1[CH2:19][C:20]1[CH:29]=[CH:28][C:27]2[C:22](=[CH:23][CH:24]=[CH:25][CH:26]=2)[CH:21]=1)=[O:7] |f:2.3.4,7.8.9|. Reported procedure: A mixture of (2R)-1-[3,5-bis(trifluoromethyl)benzoyl]-4-(4-chloro-2-butynyl)-2-(2-naphthylmethyl)piperazine (300 mg), cis-2,6-dimethylmorpholine (94 mg) and powdered potassium carbonate (210 mg) in dry N,N-dimethylformamide (5 ml) was stirred at room temperature overnight. The reaction mixture was poured into water (50 ml) and extracted with ethyl acetate. The extract was washed with brine and dried over magnesium sulfate. After evaporation of the solvent, the obtained residue was purified by co...